This data is from the Open Reaction Database (ORD), a public repository of structured organic reaction records. The task is: describe an organic reaction: reactants, conditions, products, and yield The reactants are Cl, COC(=O)Cc1ccc(CN=[N+]=[N-])s1, C1CCOC1. The product is [N-]=[N+]=NCc1ccc(CC(=O)O)s1. RXN SMILES: [ClH:15].[N:1](=[N+:2]=[N-:3])[CH2:4][c:5]1[cH:6][cH:7][c:8]([CH2:10][C:11](=[O:12])[O:13][CH3:14])[s:9]1.[O:16]1[CH2:17][CH2:18][CH2:19][CH2:20]1>>[N:1](=[N+:2]=[N-:3])[CH2:4][c:5]1[cH:6][cH:7][c:8]([CH2:10][C:11](=[O:12])[OH:13])[s:9]1. The reactants are CC(=O)O[BH-](OC(C)=O)OC(C)=O, ClCCl, Cc1cc(C)c(N)c(C)c1, CC(=O)O, [Na+], [Na+], CC(C)(C)OC(=O)N1CCC(=O)CC1, O=C([O-])O. Yields the product Cc1cc(C)c(NC2CCN(C(=O)OC(C)(C)C)CC2)c(C)c1. Reaction SMILES: [C:1]([O:2][BH-:3]([O:4][C:5](=[O:6])[CH3:7])[O:8][C:9](=[O:10])[CH3:11])(=[O:12])[CH3:13].[CH2:48]([Cl:49])[Cl:50].[CH3:29][c:30]1[c:31]([NH2:32])[c:33]([CH3:38])[cH:34][c:35]([CH3:37])[cH:36]1.[CH3:39][C:40](=[O:41])[OH:42].[Na+:14].[Na+:43].[O:15]=[C:16]1[CH2:17][CH2:18][N:19]([C:22](=[O:23])[O:24][C:25]([CH3:26])([CH3:27])[CH3:28])[CH2:20][CH2:21]1.[OH:44][C:45](=[O:46])[O-:47]>>[CH:16]1([NH:32][c:31]2[c:30]([CH3:29])[cH:36][c:35]([CH3:37])[cH:34][c:33]2[CH3:38])[CH2:17][CH2:18][N:19]([C:22](=[O:23])[O:24][C:25]([CH3:26])([CH3:27])[CH3:28])[CH2:20][CH2:21]1. The reactants are CNC(=O)Oc1cccc2ccccc12, C1CCOC1, O=S(Cl)Cl, Sc1ccccc1, c1ccncc1. The product is CN(C(=O)Oc1cccc2ccccc12)S(=S)c1ccccc1. Reaction SMILES: [CH3:1][NH:2][C:3]([O:4][c:5]1[cH:6][cH:7][cH:8][c:9]2[cH:10][cH:11][cH:12][cH:13][c:14]12)=[O:15].[O:33]1[CH2:34][CH2:35][CH2:36][CH2:37]1.[S:22]([Cl:23])([Cl:24])=[O:25].[SH:26][c:27]1[cH:28][cH:29][cH:30][cH:31][cH:32]1.[cH:16]1[cH:17][cH:18][n:19][cH:20][cH:21]1>>[CH3:1][N:2]([C:3]([O:4][c:5]1[cH:6][cH:7][cH:8][c:9]2[cH:10][cH:11][cH:12][cH:13][c:14]12)=[O:15])[S:26](=[S:22])[c:27]1[cH:28][cH:29][cH:30][cH:31][cH:32]1.